This data is from the Open Reaction Database (ORD), a public repository of structured organic reaction records. The task is: describe an organic reaction: reactants, conditions, products, and yield Starting materials: CC(C)(C)OC(=O)CC(NC(=O)OCc1ccccc1)C(N)=O, C1CCOC1. The product is CC(C)(C)OC(=O)CC(N)C(N)=O. As a reaction SMILES: [C:1]([CH3:2])([CH3:3])([CH3:4])[O:5][C:6]([CH2:7][CH:8]([C:9](=[O:10])[NH2:11])[NH:12][C:13]([O:14][CH2:15][c:16]1[cH:17][cH:18][cH:19][cH:20][cH:21]1)=[O:22])=[O:23].[CH2:24]1[O:25][CH2:26][CH2:27][CH2:28]1>>[C:1]([CH3:2])([CH3:3])([CH3:4])[O:5][C:6]([CH2:7][CH:8]([C:9](=[O:10])[NH2:11])[NH2:12])=[O:23]. The reactants are CC(=O)Cc1cccc(Br)c1, Clc1ccc(CBr)nc1, CCCC[N+](CCCC)(CCCC)CCCC, ClCCl, [Cs+], [I-], [OH-], O. Yields the product CC(=O)C(Cc1ccc(Cl)cn1)c1cccc(Br)c1. Reaction SMILES: [Br:10][c:11]1[cH:12][c:13]([CH2:17][C:18]([CH3:19])=[O:20])[cH:14][cH:15][cH:16]1.[Br:1][CH2:2][c:3]1[n:4][cH:5][c:6]([Cl:9])[cH:7][cH:8]1.[CH2:25]([N+:26]([CH2:27][CH2:28][CH2:29][CH3:30])([CH2:31][CH2:32][CH2:33][CH3:34])[CH2:35][CH2:36][CH2:37][CH3:38])[CH2:39][CH2:40][CH3:41].[Cl:42][CH2:43][Cl:44].[Cs+:23].[I-:24].[OH-:22].[OH2:21]>>[CH2:2]([c:3]1[n:4][cH:5][c:6]([Cl:9])[cH:7][cH:8]1)[CH:17]([c:13]1[cH:12][c:11]([Br:10])[cH:16][cH:15][cH:14]1)[C:18]([CH3:19])=[O:20].